Dataset: the Open Reaction Database (ORD), a public repository of structured organic reaction records. Task: describe an organic reaction: reactants, conditions, products, and yield The reactants are Cc1ccccc1, ClCCl, O=C(O)c1c[nH]c2cc([N+](=O)[O-])ccc12, N, C1CCOC1, C1COCCO1, O=S(Cl)Cl. The product is NC(=O)c1c[nH]c2cc([N+](=O)[O-])ccc12. RXN SMILES: [CH3:21][c:22]1[cH:23][cH:24][cH:25][cH:26][cH:27]1.[Cl:28][CH2:29][Cl:30].[N+:1](=[O:2])([O-:3])[c:4]1[cH:5][cH:6][c:7]2[c:8]([C:13](=[O:14])[OH:15])[cH:9][nH:10][c:11]2[cH:12]1.[NH3:20].[O:31]1[CH2:32][CH2:33][CH2:34][CH2:35]1.[O:36]1[CH2:37][CH2:38][O:39][CH2:40][CH2:41]1.[S:16]([Cl:17])([Cl:18])=[O:19]>>[N+:1](=[O:2])([O-:3])[c:4]1[cH:5][cH:6][c:7]2[c:8]([C:13](=[O:15])[NH2:20])[cH:9][nH:10][c:11]2[cH:12]1. The reactants are C(CCCCC)C=1C=NC(=NC1)O (5-hexylpyrimidin-2-ol), O (water), C(CCCCC)[C@@H]1CC[C@H](CC1)C(=O)OC1=CC=C(C(=O)Cl)C=C1 (p-(trans-4-hexylcyclohexylcarbonyloxy)-benzoyl chloride). Run in N1=CC=CC=C1 (pyridine), C1(=CC=CC=C1)C (toluene), C1(=CC=CC=C1)C (toluene). Reaction conditions: temperature 60 celsius, time 2 hour. Yields the product C(CCCCC)[C@@H]1CC[C@H](CC1)C(=O)OC1=CC=C(C(=O)OC2=NC=C(C=N2)CCCCCC)C=C1 (5-hexylpyrimidin-2-yl p-(trans-4-hexylcyclohexylcarbonyloxy)-benzoate). Yield: 72.9%. As a reaction SMILES: [CH2:1]([C@H:7]1[CH2:12][CH2:11][C@H:10]([C:13]([O:15][C:16]2[CH:24]=[CH:23][C:19]([C:20](Cl)=[O:21])=[CH:18][CH:17]=2)=[O:14])[CH2:9][CH2:8]1)[CH2:2][CH2:3][CH2:4][CH2:5][CH3:6].[CH2:25]([C:31]1[CH:32]=[N:33][C:34]([OH:37])=[N:35][CH:36]=1)[CH2:26][CH2:27][CH2:28][CH2:29][CH3:30].O>C1(C)C=CC=CC=1.N1C=CC=CC=1>[CH2:1]([C@H:7]1[CH2:12][CH2:11][C@H:10]([C:13]([O:15][C:16]2[CH:24]=[CH:23][C:19]([C:20]([O:37][C:34]3[N:33]=[CH:32][C:31]([CH2:25][CH2:26][CH2:27][CH2:28][CH2:29][CH3:30])=[CH:36][N:35]=3)=[O:21])=[CH:18][CH:17]=2)=[O:14])[CH2:9][CH2:8]1)[CH2:2][CH2:3][CH2:4][CH2:5][CH3:6]. Procedure: A solution of p-(trans-4-hexylcyclohexylcarbonyloxy)-benzoyl chloride (3.9 g) dissolved in toluene was added to a solution of 5-hexylpyrimidin-2-ol (1.0 g) in pyridine (10 ml), followed by stirring at 60° C. for 2 hours, allowing the mixture to stand at room temperature overnight, adding water and toluene to the reaction mixture, separating the toluene layer containing the reaction product, washing the toluene solution twice with 6NHCl (30 ml), washing with water, washing 5 times with 2N NaOH (1...